This data is from the Open Reaction Database (ORD), a public repository of structured organic reaction records. The task is: describe an organic reaction: reactants, conditions, products, and yield Reactants: CS(=O)(=O)N1[C@@H](C[C@@H](C1)P(=O)(C1CCCCC1)C1CCCCC1)CP(=O)(C1=CC=CC=C1)C1=CC=CC=C1 ((2S,4S)-N-methanesulfonyl-4-dicyclohexylphosphinyl-2-diphenylphosphinylmethylpyrrolidine), aqueous solution, [OH-].[Na+] (caustic soda). The solvent is C1(=CC=CC=C1)O (phenol), Br (hydrobromic acid). Product: C1(CCCCC1)P(=O)([C@H]1C[C@H](NC1)CP(=O)(C1=CC=CC=C1)C1=CC=CC=C1)C1CCCCC1 ((2S,4S)-4-dicyclohexylphosphinyl-2 -diphenylphosphinylmethylpyrrolidine). The yield is 65.0%. RXN SMILES: CS([N:5]1[CH2:9][C@@H:8]([P:10]([CH:18]2[CH2:23][CH2:22][CH2:21][CH2:20][CH2:19]2)([CH:12]2[CH2:17][CH2:16][CH2:15][CH2:14][CH2:13]2)=[O:11])[CH2:7][C@H:6]1[CH2:24][P:25]([C:33]1[CH:38]=[CH:37][CH:36]=[CH:35][CH:34]=1)([C:27]1[CH:32]=[CH:31][CH:30]=[CH:29][CH:28]=1)=[O:26])(=O)=O.[OH-].[Na+]>C1(O)C=CC=CC=1.Br>[CH:18]1([P:10]([CH:12]2[CH2:13][CH2:14][CH2:15][CH2:16][CH2:17]2)([C@@H:8]2[CH2:9][NH:5][C@H:6]([CH2:24][P:25]([C:33]3[CH:34]=[CH:35][CH:36]=[CH:37][CH:38]=3)([C:27]3[CH:28]=[CH:29][CH:30]=[CH:31][CH:32]=3)=[O:26])[CH2:7]2)=[O:11])[CH2:23][CH2:22][CH2:21][CH2:20][CH2:19]1 |f:1.2|. Procedure: (2S,4S)-N-methanesulfonyl-4-dicyclohexylphosphinyl-2 -diphenylphosphinylmethylpyrrolidine [IX] in an amount of 350 mg was mixed with and dissolved in 700 mg of phenol and 5.3 ml of 48% hydrobromic acid, and the solution was refluxed in nitrogen atmosphere for 8-10 hours. After completion of the reaction, the solution was made alkaline with a 30% aqueous solution of caustic soda and was then extracted three times with 20 ml of ethyl acetate in each case. The extract was washed with 20 ml of water...